From a dataset of the Open Reaction Database (ORD), a public repository of structured organic reaction records. describe an organic reaction: reactants, conditions, products, and yield Reactants: CC(C)(C)OC(=O)NCC1CCN(CCCCCN)CC1, ClCCl, O=C=Nc1ccc(Cl)cc1. Yields the product CC(C)(C)OC(=O)NCC1CCN(CCCCCNC(=O)Nc2ccc(Cl)cc2)CC1. As a reaction SMILES: [C:1]([CH3:2])([CH3:3])([CH3:4])[O:5][C:6](=[O:7])[NH:8][CH2:9][CH:10]1[CH2:11][CH2:12][N:13]([CH2:16][CH2:17][CH2:18][CH2:19][CH2:20][NH2:21])[CH2:14][CH2:15]1.[CH2:32]([Cl:33])[Cl:34].[Cl:22][c:23]1[cH:24][cH:25][c:26]([N:29]=[C:30]=[O:31])[cH:27][cH:28]1>>[C:1]([CH3:2])([CH3:3])([CH3:4])[O:5][C:6](=[O:7])[NH:8][CH2:9][CH:10]1[CH2:11][CH2:12][N:13]([CH2:16][CH2:17][CH2:18][CH2:19][CH2:20][NH:21][C:30]([NH:29][c:26]2[cH:25][cH:24][c:23]([Cl:22])[cH:28][cH:27]2)=[O:31])[CH2:14][CH2:15]1. Starting materials: C(C)C=1C=C(SC1C=O)C(=O)O (4-ethyl-5-formyl-thiophene-2-carboxylic acid), C=1C=CC2=C(C1)N=NN2O (HOBt), CCN=C=NCCCN(C)C.Cl (EDC HCl), CC1(OC[C@@H](O1)COC1=C(C=C(C(=N)NO)C=C1C)CC)C ((S)-4-(2,2-dimethyl-[1,3]dioxolan-4-ylmethoxy)-3-ethyl-N-hydroxy-5-methyl-benzamidine). The solvent is CN(C)C=O (DMF). Run at time 1 hour. Yields the product CC1(OC[C@@H](O1)COC1=C(C=C(C=C1C)C1=NOC(=N1)C1=CC(=C(S1)C=O)CC)CC)C ((S)-5-(3-[4-(2,2-Dimethyl-[1,3]dioxolan-4-ylmethoxy)-3-ethyl-5-methyl-phenyl]-[1,2,4]oxadiazol-5-yl}-3-ethyl-thiophene-2-carbaldehyde), oil. Reaction SMILES: [CH2:1]([C:3]1[CH:4]=[C:5]([C:10]([OH:12])=O)[S:6][C:7]=1[CH:8]=[O:9])[CH3:2].C1C=CC2N(O)N=NC=2C=1.CCN=C=NCCCN(C)C.Cl.[CH3:35][C:36]1([CH3:56])[O:40][C@@H:39]([CH2:41][O:42][C:43]2[C:52]([CH3:53])=[CH:51][C:46]([C:47]([NH:49]O)=[NH:48])=[CH:45][C:44]=2[CH2:54][CH3:55])[CH2:38][O:37]1>CN(C=O)C>[CH3:35][C:36]1([CH3:56])[O:40][C@@H:39]([CH2:41][O:42][C:43]2[C:52]([CH3:53])=[CH:51][C:46]([C:47]3[N:49]=[C:10]([C:5]4[S:6][C:7]([CH:8]=[O:9])=[C:3]([CH2:1][CH3:2])[CH:4]=4)[O:12][N:48]=3)=[CH:45][C:44]=2[CH2:54][CH3:55])[CH2:38][O:37]1 |f:2.3|. Reported procedure: A solution of 4-ethyl-5-formyl-thiophene-2-carboxylic acid (20 mg, 0.109 mmol), HOBt (18 mg, 0.131 mmol), and EDC HCl (23 mg, 0.120 mmol) in DMF (0.75 mL) is stirred at rt for 5 min before (S)-4-(2,2-dimethyl-[1,3]dioxolan-4-ylmethoxy)-3-ethyl-N-hydroxy-5-methyl-benzamidine (34 mg, 0.109 mmol) is added. The mixture is stirred at rt for 1 h, then at 85° C. for 2 days. The title compound is isolated as a colourless oil (28 mg) by separating the reaction mixture by prep. HPLC (column: Atlantis T3, ... Reactants: COC1=C(C=CC=C1)N1CCN(CC1)CCO (2-[1-(2-methoxyphenyl)-4-piperazinyl]ethanol), C1C2CC3(CC(CC13)C2)C(=O)O (hexahydro-2,5-methanopentalene-3a[1H]-carboxylic acid), C(=O)(N1C=NC=C1)N1C=NC=C1 (carbonyldiimidazole), C(=O)=O (CO2). Solvent: C(Cl)(Cl)Cl (chloroform), C(Cl)(Cl)Cl (chloroform), C(Cl)(Cl)Cl (chloroform). Reaction conditions: time 2 day. Product: COC1=C(C=CC=C1)N1CCN(CC1)CCOC(=O)C12CC3CC2CC(C1)C3 (Hexahydro-2,5-methanopentalene-3a[1H]-carboxylic acid 2-[4-(2-methoxyphenyl)-1-piperazinyl]ethyl ester). Reaction SMILES: [CH2:1]1[CH:8]2[C:4]3([C:10]([OH:12])=[O:11])[CH2:5][CH:6]([CH2:9][CH:2]1[CH2:3]3)[CH2:7]2.C(N1C=CN=C1)(N1C=CN=C1)=O.C(=O)=O.[CH3:28][O:29][C:30]1[CH:35]=[CH:34][CH:33]=[CH:32][C:31]=1[N:36]1[CH2:41][CH2:40][N:39]([CH2:42][CH2:43]O)[CH2:38][CH2:37]1>C(Cl)(Cl)Cl>[CH3:28][O:29][C:30]1[CH:35]=[CH:34][CH:33]=[CH:32][C:31]=1[N:36]1[CH2:37][CH2:38][N:39]([CH2:42][CH2:43][O:11][C:10]([C:4]23[CH2:5][CH:6]4[CH2:9][CH:2]([CH2:1][CH:8]2[CH2:7]4)[CH2:3]3)=[O:12])[CH2:40][CH2:41]1. Procedure: To a stirred solution of hexahydro-2,5-methanopentalene-3a[1H]-carboxylic acid (0.6 g, 3.6×10-3 mol) in 25 ml of chloroform un der a dry nitrogen atmosphere was added carbonyldiimidazole (0.58 g, 3.6×10-3 mol). The resulting solution was stirred at ambient temperature for three hours, during which time a gas (CO2) was evolved. A solution of 2-[1-(2-methoxyphenyl)-4-piperazinyl]ethanol (0.86 g, 3.6×10-3 mol) in 25 ml of chloroform was then added, and the resulting reaction mixture was stirred und... Reactants: CCCCOC(=O)c1nc(Br)c2ccccc2c1O, C[O-], CO, CC(N)C(=O)O, [Na+]. Product: CC(NC(=O)c1nc(Br)c2ccccc2c1O)C(=O)O. RXN SMILES: [CH2:1]([O:2][C:6](=[O:7])[c:8]1[n:9][c:10]([Br:19])[c:11]2[cH:12][cH:13][cH:14][cH:15][c:16]2[c:17]1[OH:18])[CH2:3][CH2:4][CH3:5].[CH3:26][O-:27].[CH3:29][OH:30].[NH2:20][CH:21]([CH3:22])[C:23](=[O:24])[OH:25].[Na+:28]>>[C:6](=[O:7])([c:8]1[n:9][c:10]([Br:19])[c:11]2[cH:12][cH:13][cH:14][cH:15][c:16]2[c:17]1[OH:18])[NH:20][CH:21]([CH3:22])[C:23](=[O:24])[OH:25].